Dataset: the Open Reaction Database (ORD), a public repository of structured organic reaction records. Task: describe an organic reaction: reactants, conditions, products, and yield Reactants: NC=1NC2=C(N1)C=CC=C2C2=C(C(=CC=C2)OC)CC (2-amino-4-(2-ethyl-3-methoxyphenyl)benzimidazole), BrCOC1=CC(=C(C=C1)CCC)C (3-methyl-4-propylphenyl bromomethyl ether). Product: [Br-].NC1=[N+](C2=C(N1COC1=CC(=C(C=C1)CCC)C)C=CC=C2C2=C(C(=CC=C2)OC)CC)COC2=CC(=C(C=C2)CCC)C (2-Amino-4-(2-ethyl-3-methoxyphenyl)-1,3-bis[(3-methyl-4-propylphenoxy)methyl]-1H-benzimidazol-3-ium bromide). RXN SMILES: [NH2:1][C:2]1[NH:3][C:4]2[C:10]([C:11]3[CH:16]=[CH:15][CH:14]=[C:13]([O:17][CH3:18])[C:12]=3[CH2:19][CH3:20])=[CH:9][CH:8]=[CH:7][C:5]=2[N:6]=1.[Br:21][CH2:22][O:23][C:24]1[CH:29]=[CH:28][C:27]([CH2:30][CH2:31][CH3:32])=[C:26]([CH3:33])[CH:25]=1>>[Br-:21].[NH2:1][C:2]1[N:6]([CH2:22][O:23][C:24]2[CH:29]=[CH:28][C:27]([CH2:30][CH2:31][CH3:32])=[C:26]([CH3:33])[CH:25]=2)[C:5]2[CH:7]=[CH:8][CH:9]=[C:10]([C:11]3[CH:16]=[CH:15][CH:14]=[C:13]([O:17][CH3:18])[C:12]=3[CH2:19][CH3:20])[C:4]=2[N+:3]=1[CH2:22][O:23][C:24]1[CH:29]=[CH:28][C:27]([CH2:30][CH2:31][CH3:32])=[C:26]([CH3:33])[CH:25]=1 |f:2.3|. Reported procedure: Following the procedure of Example 2 and replacing 2-aminobenzimidazole with 2-amino-4-(2-ethyl-3-methoxyphenyl)benzimidazole and replacing 2-bromo-4-chlorophenyl chloromethyl ether with 3-methyl-4-propylphenyl bromomethyl ether, the title compound is obtained. Reactants: CCc1ccc2c(C)c(Cc3ccccc3[N+](=O)[O-])c(=O)n(Cc3ccc(-c4ccccc4-c4nnn[nH]4)cc3)c2c1, CCO. Yields the product CCc1ccc2c(C)c(Cc3ccccc3N)c(=O)n(Cc3ccc(-c4ccccc4-c4nnn[nH]4)cc3)c2c1. As a reaction SMILES: [CH2:1]([CH3:2])[c:3]1[cH:4][cH:5][c:6]2[c:7]([CH3:42])[c:8]([CH2:32][c:33]3[c:34]([N+:39]([O-:40])=[O:41])[cH:35][cH:36][cH:37][cH:38]3)[c:9](=[O:31])[n:10]([CH2:13][c:14]3[cH:15][cH:16][c:17](-[c:20]4[c:21](-[c:26]5[n:27][n:28][n:29][nH:30]5)[cH:22][cH:23][cH:24][cH:25]4)[cH:18][cH:19]3)[c:11]2[cH:12]1.[CH3:43][CH2:44][OH:45]>>[CH2:1]([CH3:2])[c:3]1[cH:4][cH:5][c:6]2[c:7]([CH3:42])[c:8]([CH2:32][c:33]3[c:34]([NH2:39])[cH:35][cH:36][cH:37][cH:38]3)[c:9](=[O:31])[n:10]([CH2:13][c:14]3[cH:15][cH:16][c:17](-[c:20]4[c:21](-[c:26]5[n:27][n:28][n:29][nH:30]5)[cH:22][cH:23][cH:24][cH:25]4)[cH:18][cH:19]3)[c:11]2[cH:12]1. Reactants: C(C1=CC=CC=C1)N1CCC(CC1)=O (1-benzyl-4-piperidone), N1CCOCC1 (morpholine), O (water). Solvent: C1(=CC=CC=C1)C (toluene). Yields the product C(C1=CC=CC=C1)N1CC=C(CC1)N1CCOCC1 (1-benzyl-4-morpholino-1,2,5,6-tetrahydropyridine). The yield is 100.2%. RXN SMILES: [CH2:1]([N:8]1[CH2:13][CH2:12][C:11](=O)[CH2:10][CH2:9]1)[C:2]1[CH:7]=[CH:6][CH:5]=[CH:4][CH:3]=1.[NH:15]1[CH2:20][CH2:19][O:18][CH2:17][CH2:16]1.O>C1(C)C=CC=CC=1>[CH2:1]([N:8]1[CH2:13][CH2:12][C:11]([N:15]2[CH2:20][CH2:19][O:18][CH2:17][CH2:16]2)=[CH:10][CH2:9]1)[C:2]1[CH:7]=[CH:6][CH:5]=[CH:4][CH:3]=1. Reported procedure: A solution of 10.0 g (52.9 mmol) of 1-benzyl-4-piperidone and 4.61 g (52.9 mmol) of morpholine in 100 ml of toluene was subjected to azeotropic dehydration for 5 hours under heating and reflux by using a water separator. After the completion of the reaction, the solvent was distilled off under reduced pressure, whereby 13.7 g of 1-benzyl-4-morpholino-1,2,5,6-tetrahydropyridine were obtained in a quantitative yield. A solution of 1.52 g (34.6 mmol) of acetaldehyde in 20 ml of methylene chloride w... Starting materials: C1(CC1)CN1C(N(C(C=C1NN)=O)C)=O (1-(cyclopropylmethyl)-6-hydrazino-3-methylpyrimidine-2,4(1H,3H)-dione), ClC=1C=C2C(=CC=NC2=CC1)C=O (6-chloroquinoline-4-carbaldehyde), C(=O)C=1N=C(SC1C)NC(OC(C)(C)C)=O (tert-butyl 4-formyl-5-methyl-1,3-thiazol-2-ylcarbamate). Product: ClC=1C=C2C(=CC=NC2=CC1)CN1N=C2N(C(N(C(C2=C1C=1N=C(SC1C)NC(OC(C)(C)C)=O)=O)C)=O)CC1CC1 (tert-butyl 4-[2-[(6-chloroquinolin-4-yl)methyl]-7-(cyclopropylmethyl)-5-methyl-4,6-dioxo-4,5,6,7-tetrahydro-2H-pyrazolo[3,4-d]pyrimidin-3-yl]-5-methyl-1,3-thiazol-2-ylcarbamate). Reaction SMILES: [CH:1]1([CH2:4][N:5]2[C:10]([NH:11][NH2:12])=[CH:9][C:8](=[O:13])[N:7]([CH3:14])[C:6]2=[O:15])[CH2:3][CH2:2]1.[Cl:16][C:17]1[CH:18]=[C:19]2[C:24](=[CH:25][CH:26]=1)[N:23]=[CH:22][CH:21]=[C:20]2[CH:27]=O.[CH:29]([C:31]1[N:32]=[C:33]([NH:37][C:38](=[O:44])[O:39][C:40]([CH3:43])([CH3:42])[CH3:41])[S:34][C:35]=1[CH3:36])=O>>[Cl:16][C:17]1[CH:18]=[C:19]2[C:24](=[CH:25][CH:26]=1)[N:23]=[CH:22][CH:21]=[C:20]2[CH2:27][N:12]1[C:29]([C:31]2[N:32]=[C:33]([NH:37][C:38](=[O:44])[O:39][C:40]([CH3:42])([CH3:41])[CH3:43])[S:34][C:35]=2[CH3:36])=[C:9]2[C:10]([N:5]([CH2:4][CH:1]3[CH2:2][CH2:3]3)[C:6](=[O:15])[N:7]([CH3:14])[C:8]2=[O:13])=[N:11]1. Procedure: This compound was made following the procedure described above, starting with 1-(cyclopropylmethyl)-6-hydrazino-3-methylpyrimidine-2,4(1H,3H)-dione, and condensing first with 6-chloroquinoline-4-carbaldehyde, followed by tert-butyl 4-formyl-5-methyl-1,3-thiazol-2-ylcarbamate. The yield is 76.6%. Procedure: In a similar manner as described in Example 1, by using dichloromethane (30 mL), 5-amino-3-(2-fluorophenyl)isoxazol-4-carboxylic acid (409 mg, 1.84 mmol), 1-ethyl-3-(dimethylaminopropyl)carbodiimide hydrochloride (388 mg, 2.02 mmol) and 1-(3-methoxyphenyl)piperazine (354 mg, 1.84 mmol), a white solid required compound (558 mg, 1.41 mmol, 77%) was obtained. Reactants: NC1=C(C(=NO1)C1=C(C=CC=C1)F)C(=O)O (5-amino-3-(2-fluorophenyl)isoxazol-4-carboxylic acid), Cl.C(C)N=C=NCCCN(C)C (1-ethyl-3-(dimethylaminopropyl)carbodiimide hydrochloride), COC=1C=C(C=CC1)N1CCNCC1 (1-(3-methoxyphenyl)piperazine). Product: NC1=C(C(=NO1)C1=C(C=CC=C1)F)C(=O)N1CCN(CC1)C1=CC(=CC=C1)OC ((5-amino-3-(2-fluorophenyl)isoxazol-4-yl)(4-(3-methoxyphenyl)piperazine-1-yl)methanone). Reaction SMILES: [NH2:1][C:2]1[O:6][N:5]=[C:4]([C:7]2[CH:12]=[CH:11][CH:10]=[CH:9][C:8]=2[F:13])[C:3]=1[C:14]([OH:16])=O.Cl.C(N=C=NCCCN(C)C)C.[CH3:29][O:30][C:31]1[CH:32]=[C:33]([N:37]2[CH2:42][CH2:41][NH:40][CH2:39][CH2:38]2)[CH:34]=[CH:35][CH:36]=1>ClCCl>[NH2:1][C:2]1[O:6][N:5]=[C:4]([C:7]2[CH:12]=[CH:11][CH:10]=[CH:9][C:8]=2[F:13])[C:3]=1[C:14]([N:40]1[CH2:39][CH2:38][N:37]([C:33]2[CH:34]=[CH:35][CH:36]=[C:31]([O:30][CH3:29])[CH:32]=2)[CH2:42][CH2:41]1)=[O:16] |f:1.2|. Run in ClCCl (dichloromethane).